Dataset: the Open Reaction Database (ORD), a public repository of structured organic reaction records. Task: describe an organic reaction: reactants, conditions, products, and yield Reactants: NCC(=O)O (glycine), S(O)(O)(=O)=O (sulfuric acid), [OH-].[Na+] (sodium hydroxide), [N+](=O)([O-])C(CO)(C)[N+](=O)[O-] (2,2-dinitropropanol). The solvent is O (water). Run at time 8 hour. Yields the product [N+](=O)([O-])C(CN(CC(=O)O)CC(C)([N+](=O)[O-])[N+](=O)[O-])(C)[N+](=O)[O-] (Bis-(2,2-dinitropropyl)-glycine). RXN SMILES: [NH2:1][CH2:2][C:3]([OH:5])=[O:4].[OH-:6].[Na+].[N+:8]([C:11]([N+:15]([O-:17])=[O:16])([CH3:14])[CH2:12]O)([O-:10])=[O:9].S(=O)(=O)(O)O>O>[N+:8]([C:11]([N+:15]([O-:17])=[O:16])([CH3:14])[CH2:12][N:1]([CH2:12][C:11]([N+:8]([O-:10])=[O:9])([N+:15]([O-:16])=[O:6])[CH3:14])[CH2:2][C:3]([OH:5])=[O:4])([O-:10])=[O:9] |f:1.2|. Procedure: A solution of 7.5 g. (0.1 mole) of glycine, 4.0 g. (0.1 mole) of sodium hydroxide and 50 ml. of water was mixed with 15.0 g. (0.1 mole) of 2,2-dinitropropanol. The temperature rose to 42° and the yellow solution formed was allowed to stand overnight. Upon addition of dilute sulfuric acid a viscous, colorless oil separated and solidified on standing. The product 15.6 g. (92.0%) was collected and recrystallized from methanol-water to give white crystals, m.p. 123°-124°. The reactants are C1CCOC1, Cc1ccc2c(c1)CCCN2, Cc1cc(C)c(S(=O)(=O)N2CC2C(F)(F)F)c(C)c1. The product is Cc1cc(C)c(S(=O)(=O)NC(CN2CCCc3cc(C)ccc32)C(F)(F)F)c(C)c1. RXN SMILES: [CH2:31]1[O:32][CH2:33][CH2:34][CH2:35]1.[CH3:1][c:2]1[cH:3][c:4]2[c:9]([cH:10][cH:11]1)[NH:8][CH2:7][CH2:6][CH2:5]2.[F:12][C:13]([CH:14]1[N:15]([S:17](=[O:18])(=[O:19])[c:20]2[c:21]([CH3:28])[cH:22][c:23]([CH3:27])[cH:24][c:25]2[CH3:26])[CH2:16]1)([F:29])[F:30]>>[CH3:1][c:2]1[cH:3][c:4]2[c:9]([cH:10][cH:11]1)[N:8]([CH2:16][CH:14]([C:13]([F:12])([F:29])[F:30])[NH:15][S:17](=[O:18])(=[O:19])[c:20]1[c:21]([CH3:28])[cH:22][c:23]([CH3:27])[cH:24][c:25]1[CH3:26])[CH2:7][CH2:6][CH2:5]2. The reactants are Example 1 ( b ), Br.ClC1=C(C=C(C=C1)N=C1SCC(N1C)(O)C1=CC(=C(C=C1)Cl)S(N(C)C)(=O)=O)C (2-(4-chloro-3-methylphenyl-imino)-4-(4-chloro-3-dimethylsulfamoylphenyl)-3-methylthiazolidin-4-ol hydrobromide), C(C)(=O)O (acetic acid). Yields the product Br.ClC1=CC(=C(C=C1)N=C1SC=C(N1C)C1=CC(=C(C=C1)Cl)S(N(C)C)(=O)=O)C (2-(4-Chloro-2-methylphenyl-imino)-4-(4-chloro-3-dimethylsulfamoylphenyl)-3-methyl-4-thiazoline hydrobromide). As a reaction SMILES: [BrH:1].[Cl:2][C:3]1[CH:8]=[CH:7][C:6]([N:9]=[C:10]2[N:14]([CH3:15])[C:13]([C:17]3[CH:22]=[CH:21][C:20]([Cl:23])=[C:19]([S:24](=[O:29])(=[O:28])[N:25]([CH3:27])[CH3:26])[CH:18]=3)(O)[CH2:12][S:11]2)=[CH:5][C:4]=1C.[C:31](O)(=O)C>>[BrH:1].[Cl:2][C:3]1[CH:4]=[CH:5][C:6]([N:9]=[C:10]2[N:14]([CH3:15])[C:13]([C:17]3[CH:22]=[CH:21][C:20]([Cl:23])=[C:19]([S:24](=[O:28])(=[O:29])[N:25]([CH3:26])[CH3:27])[CH:18]=3)=[CH:12][S:11]2)=[C:7]([CH3:31])[CH:8]=1 |f:0.1,3.4|. Procedure details: Obtained by a procedure analogous to that indicated in Example 1 (b), from 2-(4-chloro-3-methylphenyl-imino)-4-(4-chloro-3-dimethylsulfamoylphenyl)-3-methylthiazolidin-4-ol hydrobromide in boiling glacial acetic acid, with subsequent precipitation with diethyl ether. Colorless crystals from glacial acetic acid; melting point 231° C. (with decomposition). Reactants: N12CCCN=C2CCC1 (1,5-diazabicyclo [4.3.0]non-5-ene), sulfone, CI (methyl iodide), [Si](C)(C)(C(C)(C)C)Cl (t-butyldimethylsilyl chloride), CC(C)([O-])C.[K+] (potassium t-butoxide), sulfone, O([Si](C)(C)C(C)(C)C)[C@H](C)[C@@H]1C(N[C@@H]1S(=O)(=O)C)=O ((3R,4R)-3-[1(R)-(t-butyldimethylsiloxy)ethyl]-4-methylsulfonylazetidin-2-one), O([Si](C)(C)C(C)(C)C)[C@H](C)[C@@H]1C(N[C@@H]1S(=O)(=O)C)=O ((3R,4R)-3-[1(R)-(t-butyldimethylsiloxy)ethyl]-4-methylsulfonylazetidin-2-one), sulfone, [SnH4] (tin hydride), sulfone. Solvent: C(Cl)Cl (methylene chloride). Yields the product O([Si](C)(C)C(C)(C)C)[C@H](C)C1C(NC1S(=O)(=O)C)=O (3-[1(R)-(t-butyldimethylsiloxy)-ethyl]-4-methylsulfonylazetidin-2-one). Reaction SMILES: [O:1]([C@@H:9]([C@H:11]1[C@@H:14]([S:15]([CH3:18])(=[O:17])=[O:16])[NH:13][C:12]1=[O:19])[CH3:10])[Si:2]([C:5]([CH3:8])([CH3:7])[CH3:6])([CH3:4])[CH3:3].[SnH4].[Si](Cl)(C(C)(C)C)(C)C.N12CCCC1=NCCC2.CI.CC(C)([O-])C.[K+]>C(Cl)Cl>[O:1]([C@@H:9]([CH:11]1[CH:14]([S:15]([CH3:18])(=[O:17])=[O:16])[NH:13][C:12]1=[O:19])[CH3:10])[Si:2]([C:5]([CH3:6])([CH3:7])[CH3:8])([CH3:4])[CH3:3] |f:5.6|. Reported procedure: A multistep synthesis of (3R,4R)-3-[1(R)-(t-butyldimethylsiloxy)ethyl]-4-methylsulfonylazetidin-2-one (formula III, X=SO2CH3) from methyl (3S,5R,6S)-6-bromo-6[1(R)-hydroxyethyl]penicillanate is reported by Hirai et al., Tetrahedron Lett. 23, 4021 (1982). The synthesis involves tin hydride debromination of the starting material followed by protection of the hydroxy group of the 6-substituent by silylation with t-butyldimethylsilyl chloride and oxidation of the resulting product to the cis sulfone...